From a dataset of the Open Reaction Database (ORD), a public repository of structured organic reaction records. describe an organic reaction: reactants, conditions, products, and yield The reactants are C(C)(=O)O (acetic acid), C(CCC)OC1=CC=C(C=C1)\C=C\[N+](=O)[O-] (1-butoxy-4-((E)-2-nitro-vinyl)-benzene), [BH4-].[Na+] (sodium borohydride). The solvent is CS(=O)C (dimethyl sulfoxide). Conditions: time 4 hour. The product is C(CCC)OC1=CC=C(C=C1)CC[N+](=O)[O-] (1-Butoxy-4-(2-nitro-ethyl)-benzene). The yield is 76.2%. As a reaction SMILES: C(O)(=O)C.[CH2:5]([O:9][C:10]1[CH:15]=[CH:14][C:13](/[CH:16]=[CH:17]/[N+:18]([O-:20])=[O:19])=[CH:12][CH:11]=1)[CH2:6][CH2:7][CH3:8].[BH4-].[Na+]>CS(C)=O>[CH2:5]([O:9][C:10]1[CH:15]=[CH:14][C:13]([CH2:16][CH2:17][N+:18]([O-:20])=[O:19])=[CH:12][CH:11]=1)[CH2:6][CH2:7][CH3:8] |f:2.3|. Procedure: To an acetic acid (4.4 mL) and dimethyl sulfoxide (75 mL) solution of 1-butoxy-4-((E)-2-nitro-vinyl)-benzene (4.44 g, 20.1 mmol) described in Manufacturing Example 67-1-2 was added sodium borohydride (1.22 g, 32.2 mmol) at room temperature while cooling appropriately. This mixture was stirred for 4 hours at room temperature. The mixture was partitioned into ethyl acetate and water. The organic layer was separated, washed with water, dried over anhydrous magnesium sulfate, and filtered. The filtr... Starting materials: CC(C)[Si](C(C)C)(C(C)C)n1cc(N2CCN(C)CC2)c2ccccc21, CCCC[N+](CCCC)(CCCC)CCCC, [F-], c1ccc2c(N3CCOCC3)c[nH]c2c1. The product is CN1CCN(c2c[nH]c3ccccc23)CC1. Reaction SMILES: [CH3:16][N:17]1[CH2:18][CH2:19][N:20]([c:23]2[cH:24][n:25]([Si:32]([CH:33]([CH3:34])[CH3:35])([CH:36]([CH3:37])[CH3:38])[CH:39]([CH3:40])[CH3:41])[c:26]3[cH:27][cH:28][cH:29][cH:30][c:31]23)[CH2:21][CH2:22]1.[CH3:43][CH2:44][CH2:45][CH2:46][N+:47]([CH2:48][CH2:49][CH2:50][CH3:51])([CH2:52][CH2:53][CH2:54][CH3:55])[CH2:56][CH2:57][CH2:58][CH3:59].[F-:42].[O:1]1[CH2:2][CH2:3][N:4]([c:5]2[c:6]3[c:7]([cH:8][cH:9][cH:10][cH:11]3)[nH:12][cH:13]2)[CH2:14][CH2:15]1>>[CH3:16][N:17]1[CH2:18][CH2:19][N:20]([c:23]2[cH:24][nH:25][c:26]3[cH:27][cH:28][cH:29][cH:30][c:31]23)[CH2:21][CH2:22]1. The reactants are Amidine, ClP(C(C)C)C(C)C (chlorodiisopropylphosphine), C(C)(C)(C)C1=CC=C(C(=N)NC2=C(C=CC=C2)C(C)(C)C)C=C1 (4-tert-butyl-N1-(2-tert-butylphenyl)benzamidine), C(CCC)[Li] (butyllithium). The product is C(C)(C)(C)C1=CC=C(C(=NP(C(C)C)C(C)C)NC2=C(C=CC=C2)C(C)(C)C)C=C1 (4-tert-butyl-N1-(2-tert-butylphenyl)-N2-(diisopropylphosphino)-benzamidine). RXN SMILES: [C:1]([C:5]1[CH:23]=[CH:22][C:8]([C:9]([NH:11][C:12]2[CH:17]=[CH:16][CH:15]=[CH:14][C:13]=2[C:18]([CH3:21])([CH3:20])[CH3:19])=[NH:10])=[CH:7][CH:6]=1)([CH3:4])([CH3:3])[CH3:2].C([Li])CCC.Cl[P:30]([CH:34]([CH3:36])[CH3:35])[CH:31]([CH3:33])[CH3:32]>>[C:1]([C:5]1[CH:23]=[CH:22][C:8]([C:9]([NH:11][C:12]2[CH:17]=[CH:16][CH:15]=[CH:14][C:13]=2[C:18]([CH3:21])([CH3:20])[CH3:19])=[N:10][P:30]([CH:34]([CH3:36])[CH3:35])[CH:31]([CH3:33])[CH3:32])=[CH:7][CH:6]=1)([CH3:4])([CH3:2])[CH3:3]. Procedure: Procedure as described for NP Amidine I using the following amounts: 1.54 g of 4-tert-butyl-N1-(2-tert-butylphenyl)benzamidine (Amidine VII, 5.0 mmol), 2.50 mL of 2.0 M butyllithium (5.0 mmol), 0.80 mL chlorodiisopropylphosphine (5.0 mmol). After filtration to remove lithium chloride and removal of solvent, a yellow semi-solid was isolated (1.9 g, 100%). Starting materials: CO[C@@]1([C@@H](CCCC1)CN(C)C)C1=CC=CC=C1 ((1S,2S)-(2-methoxy-2-phenyl-cyclohexylmethyl)-dimethyl-amine), Cl (HCl). The solvent is CC(C)(C)OC (MTBE). Conditions: time 1 hour. The product is Cl.CO[C@@]1([C@@H](CCCC1)CN(C)C)C1=CC=CC=C1 ((1S,2S)-(2-Methoxy-2-phenyl-cyclohexylmethyl)-dimethyl-amine HCl), Cl (HCl). Yield: 822.8%. RXN SMILES: [CH3:1][O:2][C@@:3]1([C:13]2[CH:18]=[CH:17][CH:16]=[CH:15][CH:14]=2)[CH2:8][CH2:7][CH2:6][CH2:5][C@H:4]1[CH2:9][N:10]([CH3:12])[CH3:11].[ClH:19]>CC(OC)(C)C>[ClH:19].[CH3:1][O:2][C@@:3]1([C:13]2[CH:14]=[CH:15][CH:16]=[CH:17][CH:18]=2)[CH2:8][CH2:7][CH2:6][CH2:5][C@H:4]1[CH2:9][N:10]([CH3:12])[CH3:11].[ClH:19] |f:3.4|. Reported procedure: The HCl salt was prepared as follows. To a 50 mL RBF under argon was charged with (1S,2S)-(2-methoxy-2-phenyl-cyclohexylmethyl)-dimethyl-amine (0.255 g, 1.01 mmol). To the flask was added 5 mL of dry MTBE. 2N HCl (0.80 mL, 1.60 mmol) was added dropwise at room temperature. After stirring for 1 hour at room temperature, the white precipitate was filtered in vacuo to provide 0.24 g (82%) of HCl salt. 1H NMR (CDCl3) 1.45-1.97 (m, 7H), 2.10 (s, 3H), 2.14 (m, 1H), 2.38 (d, J=11.3 Hz, 1H), 2.54 (s, 3H... Product: COC(=O)COc1ccc(Cl)c2nc(C)c(Cc3ccc(Cl)cc3)c(OC)c12. RXN SMILES: [C:35](=[O:36])([O-:37])[O-:38].[CH3:1][O:2][C:3]([CH2:4][O:5][c:6]1[c:7]2[c:8](=[O:26])[c:9]([CH2:18][c:19]3[cH:20][cH:21][c:22]([Cl:25])[cH:23][cH:24]3)[c:10]([CH3:17])[nH:11][c:12]2[c:13]([Cl:16])[cH:14][cH:15]1)=[O:27].[CH3:30][N:31]([CH3:32])[CH:33]=[O:34].[I:28][CH3:29].[K+:39].[K+:40].[OH2:41]>>[CH3:1][O:2][C:3]([CH2:4][O:5][c:6]1[c:7]2[c:8]([O:26][CH3:30])[c:9]([CH2:18][c:19]3[cH:20][cH:21][c:22]([Cl:25])[cH:23][cH:24]3)[c:10]([CH3:17])[n:11][c:12]2[c:13]([Cl:16])[cH:14][cH:15]1)=[O:27]. Reactants: O=C([O-])[O-], COC(=O)COc1ccc(Cl)c2[nH]c(C)c(Cc3ccc(Cl)cc3)c(=O)c12, CN(C)C=O, CI, [K+], [K+], O. The reactants are Cl (hydrochloric acid), [OH-].[Na+] (sodium hydroxide), COC1=CC=C(CN2N=NC(=C2C(=O)OCC)C(C2=C(C=C(C(=C2)OC)C)[N+](=O)[O-])=O)C=C1 (ethyl 1-(4-methoxybenzyl)-4-(5-methoxy-4-methyl-2-nitrobenzoyl )-1,2,3-triazole-5-carboxylate). The solvent is CCOCC (ether), O (water), O1CCCC1 (tetrahydrofuran). Run at time 4 hour. The product is COC1=CC=C(CN2N=NC(=C2C(=O)O)C(C2=C(C=C(C(=C2)OC)C)[N+](=O)[O-])=O)C=C1 (1-(4-methoxybenzyl)-4-(5-methoxy-4-methyl-2-nitrobenzoyl)-1,2, 3-triazole-5-carboxylic acid), powder. The yield is 89.0%. RXN SMILES: [OH-].[Na+].[CH3:3][O:4][C:5]1[CH:35]=[CH:34][C:8]([CH2:9][N:10]2[C:14]([C:15]([O:17]CC)=[O:16])=[C:13]([C:20](=[O:33])[C:21]3[CH:26]=[C:25]([O:27][CH3:28])[C:24]([CH3:29])=[CH:23][C:22]=3[N+:30]([O-:32])=[O:31])[N:12]=[N:11]2)=[CH:7][CH:6]=1.Cl>O1CCCC1.CCOCC.O>[CH3:3][O:4][C:5]1[CH:35]=[CH:34][C:8]([CH2:9][N:10]2[C:14]([C:15]([OH:17])=[O:16])=[C:13]([C:20](=[O:33])[C:21]3[CH:26]=[C:25]([O:27][CH3:28])[C:24]([CH3:29])=[CH:23][C:22]=3[N+:30]([O-:32])=[O:31])[N:12]=[N:11]2)=[CH:7][CH:6]=1 |f:0.1|. Reported procedure: A 1N aqueous sodium hydroxide solution (1.1 ml) was added to a solution of ethyl 1-(4-methoxybenzyl)-4-(5-methoxy-4-methyl-2-nitrobenzoyl )-1,2,3-triazole-5-carboxylate (b-1) (243 mg, 0.535 mmole) obtained in the preceding step (b) in tetrahydrofuran (6 ml), and the mixture was stirred at room temperature for 4 hours. The reaction mixture was diluted with ether, and water was added. The aqueous layer was acidified with hydrochloric acid, it was extracted with ethyl acetate, and washed with water... The reactants are [OH-].[Na+] (sodium hydroxide), C(=O)(OCC)C1=CC=C(CN2C(=CC=C2)CN2C=NC=C2)C=C1 (1-(4-carbethoxybenzyl)-2-(imidazol-1-ylmethyl) pyrrole). Solvent: O (water), C(C)O (ethanol). Yields the product C(=O)(O)C1=CC=C(CN2C(=CC=C2)CN2C=NC=C2)C=C1 (1-(4-carboxybenzyl)-2-(imidazol-1-ylmethyl)pyrrole). Isolated yield 35.5%. As a reaction SMILES: [OH-].[Na+].[C:3]([C:8]1[CH:25]=[CH:24][C:11]([CH2:12][N:13]2[CH:17]=[CH:16][CH:15]=[C:14]2[CH2:18][N:19]2[CH:23]=[CH:22][N:21]=[CH:20]2)=[CH:10][CH:9]=1)([O:5]CC)=[O:4]>O.C(O)C>[C:3]([C:8]1[CH:9]=[CH:10][C:11]([CH2:12][N:13]2[CH:17]=[CH:16][CH:15]=[C:14]2[CH2:18][N:19]2[CH:23]=[CH:22][N:21]=[CH:20]2)=[CH:24][CH:25]=1)([OH:5])=[O:4] |f:0.1|. Procedure: A solution of sodium hydroxide (0.20 g) in water (20 ml) was added to a solution of 1-(4-carbethoxybenzyl)-2-(imidazol-1-ylmethyl) pyrrole (1.55 g) in ethanol (20 ml) and the mixture was heated under reflux for 8 hours. The solution was evaporated and the residue was taken up in water (25 ml). The solution was acidified with acetic acid and continuously extracted with chloroform to give a solid which was crystallised from isopropanol to give 1-(4-carboxybenzyl)-2-(imidazol-1-ylmethyl)pyrrole (0.... Starting materials: C1CCOC1, COc1ccc(P2(=S)SP(=S)(c3ccc(OC)cc3)S2)cc1, O=C1Nc2c(Cl)cc(Cl)cc2C2CCCC12. Yields the product S=C1Nc2c(Cl)cc(Cl)cc2C2CCCC12. As a reaction SMILES: [CH2:39]1[O:40][CH2:41][CH2:42][CH2:43]1.[CH3:17][O:18][c:19]1[cH:20][cH:21][c:22]([P:23]2(=[S:26])[S:24][P:25]([c:27]3[cH:28][cH:29][c:30]([O:31][CH3:32])[cH:33][cH:34]3)(=[S:35])[S:36]2)[cH:37][cH:38]1.[Cl:1][c:2]1[cH:3][c:4]([Cl:16])[cH:5][c:6]2[c:11]1[NH:10][C:9](=[O:12])[CH:8]1[CH:7]2[CH2:15][CH2:14][CH2:13]1>>[Cl:1][c:2]1[cH:3][c:4]([Cl:16])[cH:5][c:6]2[c:11]1[NH:10][C:9](=[S:26])[CH:8]1[CH:7]2[CH2:15][CH2:14][CH2:13]1. Starting materials: C(C)OC([C@@]([C@H](OC(C1=CC=CC=C1)=O)[C@@H]1OC(OC1)(C)C)(C)O)=O ((2S,3R)-3-[(4R)-2,2-Dimethyl-[1,3]-dioxolan-4-yl]-3-benzoyloxy-2-hydroxy-2-methylpropionic acid ethyl ester), CCN(CC)S(F)(F)F (DAST), C(=O)(O)[O-].[Na+] (NaHCO3). Solvent: C1CCOC1 (THF). Conditions: time 3 hour. The product is C(C)OC([C@]([C@H](OC(C1=CC=CC=C1)=O)[C@@H]1OC(OC1)(C)C)(C)F)=O ((2R,3R)-3-[(4R)-2,2-Dimethyl-[1,3]dioxolan-4-yl]-3-benzoyloxy-2-fluoro-2-methyl-propionic acid ethyl ester). Isolated yield 68.0%. As a reaction SMILES: [CH2:1]([O:3][C:4](=[O:25])[C@:5](O)([CH3:23])[C@@H:6]([C@H:16]1[CH2:20][O:19][C:18]([CH3:22])([CH3:21])[O:17]1)[O:7][C:8](=[O:15])[C:9]1[CH:14]=[CH:13][CH:12]=[CH:11][CH:10]=1)[CH3:2].CCN(S(F)(F)[F:32])CC.C([O-])(O)=O.[Na+]>C1COCC1>[CH2:1]([O:3][C:4](=[O:25])[C@@:5]([F:32])([CH3:23])[C@@H:6]([C@H:16]1[CH2:20][O:19][C:18]([CH3:22])([CH3:21])[O:17]1)[O:7][C:8](=[O:15])[C:9]1[CH:14]=[CH:13][CH:12]=[CH:11][CH:10]=1)[CH3:2] |f:2.3|. Procedure details: To a solution of compound 43 (36 mg, 0.102 mmol) in anhydrous THF (1.5 mL) is added DAST or Deoxofluor (0.08 mL, 0.68 mmol) at 0° C. under argon. The reaction mixture is stirred at room temperature for 3 h, then cooled down to 0° C., and carefully treated with cold saturated NaHCO3 solution (2 mL). The organic layer is dried over Na2SO4 and concentrated to dryness. The residue is purified by silica gel column chromatography with 1-3% EtOAc in hexanes to give 44 (24.6 mg, 68%) as a syrup. HR-FAB ...